This data is from the Open Reaction Database (ORD), a public repository of structured organic reaction records. The task is: describe an organic reaction: reactants, conditions, products, and yield Starting materials: BrCC1=CC=C(C#N)C=C1 (4-Bromomethylbenzonitrile), S(=O)([O-])[O-].[Na+].[Na+] (sodium sulphite), P(Cl)(Cl)(Cl)(Cl)Cl (phosphorus pentachloride). The product is C(#N)C1=CC=C(CS(=O)(=O)Cl)C=C1 (4-cyanobenzylsulphonyl chloride). As a reaction SMILES: Br[CH2:2][C:3]1[CH:10]=[CH:9][C:6]([C:7]#[N:8])=[CH:5][CH:4]=1.[S:11]([O-:14])([O-])=[O:12].[Na+].[Na+].P(Cl)(Cl)(Cl)(Cl)[Cl:18]>>[C:7]([C:6]1[CH:9]=[CH:10][C:3]([CH2:2][S:11]([Cl:18])(=[O:14])=[O:12])=[CH:4][CH:5]=1)#[N:8] |f:1.2.3|. Procedure: 4-Bromomethylbenzonitrile was reacted with sodium sulphite followed by phosphorus pentachloride to give 4-cyanobenzylsulphonyl chloride which was reacted with pentylamine in a similar manner to N14 to give the title compound. Reactants: C(#N)[BH3-].[Na+] (sodium cyanoborohydride), NCCC1=CC=C(C=C1)S(=O)(=O)N (4-(2-aminoethyl)benzenesulfonamide), C(#N)[BH3-].[Na+] (sodium cyanoborohydride), C(C)(=O)O (acetic acid), C[C@@]12C(CC[C@H]1[C@@H]1CC[C@H]3CCCC[C@]3(C)[C@H]1CC2)=O (5α-androstan-17-one). Run in C1CCOC1 (THF), CO (MeOH). Conditions: time 5 hour. Product: O.NS(=O)(=O)C1=CC=C(C=C1)CCN[C@@H]1[C@]2(C)[C@@H](CC1)[C@@H]1CC[C@H]3CCCC[C@]3(C)[C@H]1CC2.NS(=O)(=O)C2=CC=C(C=C2)CCN[C@@H]2[C@]1(C)[C@@H](CC2)[C@@H]2CC[C@H]3CCCC[C@]3(C)[C@H]2CC1 (17β-[(2-(4-Aminosulfonylphenyl)ethyl)amino)-5α-androstane Hemihydrate). As a reaction SMILES: [NH2:1][CH2:2][CH2:3][C:4]1[CH:9]=[CH:8][C:7]([S:10]([NH2:13])(=[O:12])=[O:11])=[CH:6][CH:5]=1.C(O)(=O)C.[CH3:18][C@:19]12[CH2:36][CH2:35][C@H:34]3[C@@H:24]([CH2:25][CH2:26][C@@H:27]4[C@:32]3([CH3:33])[CH2:31][CH2:30][CH2:29][CH2:28]4)[C@@H:23]1[CH2:22][CH2:21][C:20]2=O.C([BH3-])#N.[Na+]>CO.C1COCC1>[OH2:11].[NH2:13][S:10]([C:7]1[CH:6]=[CH:5][C:4]([CH2:3][CH2:2][NH:1][C@H:20]2[CH2:21][CH2:22][C@H:23]3[C@H:24]4[C@H:34]([CH2:35][CH2:36][C@:19]23[CH3:18])[C@:32]2([CH3:33])[C@H:27]([CH2:28][CH2:29][CH2:30][CH2:31]2)[CH2:26][CH2:25]4)=[CH:9][CH:8]=1)(=[O:11])=[O:12].[NH2:13][S:10]([C:7]1[CH:6]=[CH:5][C:4]([CH2:3][CH2:2][NH:1][C@H:20]2[CH2:21][CH2:22][C@H:23]3[C@H:24]4[C@H:34]([CH2:35][CH2:36][C@:19]23[CH3:18])[C@:32]2([CH3:33])[C@H:27]([CH2:28][CH2:29][CH2:30][CH2:31]2)[CH2:26][CH2:25]4)=[CH:9][CH:8]=1)(=[O:11])=[O:12] |f:3.4,7.8.9|. Procedure details: A solution of 3.39 g of 4-(2-aminoethyl)benzenesulfonamide in 50 ml of MeOH and 150 ml of THF was acidified with 3 ml (3.15 g) of acetic acid. Then 2.32 g of 5α-androstan-17-one was added. After a solution was obtained, 1.2 g of sodium cyanoborohydride was added. The resulting solution was stirred for 5 hours. An additional 1.2 g of sodium cyanoborohydride was added. The stirring was continued for 19 hours. The solvent was evaporated from the solution. The residue was treated with 200 ml of wate...